Dataset: the Open Reaction Database (ORD), a public repository of structured organic reaction records. Task: describe an organic reaction: reactants, conditions, products, and yield Starting materials: C(C1=CC=CC=C1)OC(=O)NC(C)(C)C1=CC=C(C=C1)CNC(C)=O (N-(4-(1-benzyloxycarbonylamino-1-methylethyl)phenylmethyl)acetamide), [H][H] (hydrogen). Reagents/catalysts: [C].[Pd] (palladium-carbon). Solvent: CO (methanol), C(Cl)(Cl)Cl (chloroform). Run at time 5 hour. Yields the product NC(C)(C)C1=CC=C(C=C1)CNC(C)=O (N-(4-(1-Amino-1-methylethyl)phenylmethyl)acetamide). Isolated yield 100.0%. Reaction SMILES: C(OC([NH:11][C:12]([C:15]1[CH:20]=[CH:19][C:18]([CH2:21][NH:22][C:23](=[O:25])[CH3:24])=[CH:17][CH:16]=1)([CH3:14])[CH3:13])=O)C1C=CC=CC=1.[H][H]>CO.C(Cl)(Cl)Cl.[C].[Pd]>[NH2:11][C:12]([C:15]1[CH:20]=[CH:19][C:18]([CH2:21][NH:22][C:23](=[O:25])[CH3:24])=[CH:17][CH:16]=1)([CH3:13])[CH3:14] |f:4.5|. Procedure details: To a solution of N-(4-(1-benzyloxycarbonylamino-1-methylethyl)phenylmethyl)acetamide (9.57 g) in methanol (200 ml) and chloroform (200 ml) was added 10% palladium-carbon (5.0 g) and the mixture was stirred for 5 hr while introducing a hydrogen gas. The reaction mixture was passed through Celite and the solvent was evaporated to give the title compound (5.8 g) as a pale-yellow amorphous solid. The reactants are BrC(Br)(Br)Br, CCCc1cc(CO)cc(CCC)c1OC(C(=O)OC)c1ccc2c(c1)OCO2, C1CCOC1, CC#N, c1ccc(P(c2ccccc2)c2ccccc2)cc1. The product is CCCc1cc(CBr)cc(CCC)c1OC(C(=O)OC)c1ccc2c(c1)OCO2. As a reaction SMILES: [Br:49][C:50]([Br:51])([Br:52])[Br:53].[C:1](=[O:2])([O:3][CH3:4])[CH:5]([O:6][c:7]1[c:8]([CH2:18][CH2:19][CH3:20])[cH:9][c:10]([CH2:11][OH:12])[cH:13][c:14]1[CH2:15][CH2:16][CH3:17])[c:21]1[cH:22][c:23]2[c:24]([cH:25][cH:26]1)[O:27][CH2:28][O:29]2.[CH2:57]1[O:58][CH2:59][CH2:60][CH2:61]1.[CH3:54][C:55]#[N:56].[c:30]1([P:31]([c:32]2[cH:33][cH:34][cH:35][cH:36][cH:37]2)[c:38]2[cH:39][cH:40][cH:41][cH:42][cH:43]2)[cH:44][cH:45][cH:46][cH:47][cH:48]1>>[C:1](=[O:2])([O:3][CH3:4])[CH:5]([O:6][c:7]1[c:8]([CH2:18][CH2:19][CH3:20])[cH:9][c:10]([CH2:11][Br:49])[cH:13][c:14]1[CH2:15][CH2:16][CH3:17])[c:21]1[cH:22][c:23]2[c:24]([cH:25][cH:26]1)[O:27][CH2:28][O:29]2. Starting materials: C(C1=CC=CC=C1)OC1=C(C=CC=C1)C=1C=NC=CC1 (2-(3-pyridyl)phenyl benzyl ether). Solvent: CO (MeOH). Conditions: time 16 hour. Yields the product N1=CC(=CC=C1)C1=C(C=CC=C1)O (2-(3-pyridyl)phenol). The yield is 81.0%. Reaction SMILES: C([O:8][C:9]1[CH:14]=[CH:13][CH:12]=[CH:11][C:10]=1[C:15]1[CH:16]=[N:17][CH:18]=[CH:19][CH:20]=1)C1C=CC=CC=1>CO>[N:17]1[CH:18]=[CH:19][CH:20]=[C:15]([C:10]2[CH:11]=[CH:12][CH:13]=[CH:14][C:9]=2[OH:8])[CH:16]=1. Reported procedure: 2-(3-pyridyl)phenyl benzyl ether (6.67 g, 25.52 mmol) was dissolved in MeOH (100 mL). Argon was bubbled through this solution for 10 min to remove oxygen. Then Pd/C (350 mg 5 w %) was added, and the reaction mixture was put into the Parr-reactor and shaken for 16 hr under a hydrogen atmosphere at 80 psi. After the hydrogenation, the mixture was filtered over diatomaceous earth, and the colourless solution was evaporated to dryness. The crude product was recrystallized from 2-propanol to yield a ... The product is CC(=O)NCCN(CC(=O)N1CC(=O)N(c2cccc(Cl)c2C)C1)C(=O)c1cccc(Cl)c1. As a reaction SMILES: [CH2:35]1[O:36][CH2:37][CH2:38][CH2:39]1.[CH3:31][C:32]([Cl:33])=[O:34].[NH2:1][CH2:2][CH2:3][N:4]([C:5]([c:6]1[cH:7][c:8]([Cl:12])[cH:9][cH:10][cH:11]1)=[O:13])[CH2:14][C:15](=[O:16])[N:17]1[CH2:18][N:19]([c:23]2[c:24]([CH3:30])[c:25]([Cl:29])[cH:26][cH:27][cH:28]2)[C:20](=[O:22])[CH2:21]1>>[NH:1]([CH2:2][CH2:3][N:4]([C:5]([c:6]1[cH:7][c:8]([Cl:12])[cH:9][cH:10][cH:11]1)=[O:13])[CH2:14][C:15](=[O:16])[N:17]1[CH2:18][N:19]([c:23]2[c:24]([CH3:30])[c:25]([Cl:29])[cH:26][cH:27][cH:28]2)[C:20](=[O:22])[CH2:21]1)[C:32]([CH3:31])=[O:34]. Reactants: C1CCOC1, CC(=O)Cl, Cc1c(Cl)cccc1N1CN(C(=O)CN(CCN)C(=O)c2cccc(Cl)c2)CC1=O.